This data is from the Open Reaction Database (ORD), a public repository of structured organic reaction records. The task is: describe an organic reaction: reactants, conditions, products, and yield The reactants are CCNCC, NC1CC1, O=[N+]([O-])c1cc(F)c(Cl)cc1F, O. Product: O=[N+]([O-])c1cc(F)c(Cl)cc1NC1CC1. Reaction SMILES: [CH2:13]([NH:14][CH2:15][CH3:16])[CH3:17].[CH:18]1([NH2:21])[CH2:19][CH2:20]1.[Cl:1][c:2]1[c:3]([F:12])[cH:4][c:5]([N+:9](=[O:10])[O-:11])[c:6]([F:8])[cH:7]1.[OH2:22]>>[Cl:1][c:2]1[c:3]([F:12])[cH:4][c:5]([N+:9](=[O:10])[O-:11])[c:6]([NH:21][CH:18]2[CH2:19][CH2:20]2)[cH:7]1.